Task: describe an organic reaction: reactants, conditions, products, and yield. Dataset: the Open Reaction Database (ORD), a public repository of structured organic reaction records Starting materials: FC(C=1C=C(C=C(C1)C(F)(F)F)C(C(=O)N(C)C=1C=NC(=CC1C1=C(C=C(C=C1)F)C)Cl)(C)C)(F)F (2-[3,5-bis(trifluoromethyl)phenyl]-N-[6-chloro-4-(4-fluoro-2-methylphenyl)-3-pyridinyl]-N,2-dimethylpropanamide), C1OCCN2C1CNCC2 (octahydropyrazino[2,1-c][1,4]oxazine), C([O-])([O-])=O.[K+].[K+] (potassium carbonate). The solvent is CS(=O)C (DMSO). Product: FC(C=1C=C(C=C(C1)C(F)(F)F)C(C(=O)N(C)C=1C=NC(=CC1C1=C(C=C(C=C1)F)C)N1CC2COCCN2CC1)(C)C)(F)F (2-[3,5-Bis(trifluoromethyl)phenyl]-N-[4-(4-fluoro-2-methylphenyl)-6-(hexahydropyrazino[2,1-c][1,4]oxazin-8(1H)-yl)-3-pyridinyl]-N,2-dimethylpropanamide). Isolated yield 57.1%. Reaction SMILES: [F:1][C:2]([F:36])([F:35])[C:3]1[CH:4]=[C:5]([C:13]([CH3:34])([CH3:33])[C:14]([N:16]([C:18]2[CH:19]=[N:20][C:21](Cl)=[CH:22][C:23]=2[C:24]2[CH:29]=[CH:28][C:27]([F:30])=[CH:26][C:25]=2[CH3:31])[CH3:17])=[O:15])[CH:6]=[C:7]([C:9]([F:12])([F:11])[F:10])[CH:8]=1.[CH2:37]1[CH:42]2[CH2:43][NH:44][CH2:45][CH2:46][N:41]2[CH2:40][CH2:39][O:38]1.C(=O)([O-])[O-].[K+].[K+]>CS(C)=O>[F:1][C:2]([F:36])([F:35])[C:3]1[CH:4]=[C:5]([C:13]([CH3:34])([CH3:33])[C:14]([N:16]([C:18]2[CH:19]=[N:20][C:21]([N:44]3[CH2:45][CH2:46][N:41]4[CH:42]([CH2:37][O:38][CH2:39][CH2:40]4)[CH2:43]3)=[CH:22][C:23]=2[C:24]2[CH:29]=[CH:28][C:27]([F:30])=[CH:26][C:25]=2[CH3:31])[CH3:17])=[O:15])[CH:6]=[C:7]([C:9]([F:12])([F:11])[F:10])[CH:8]=1 |f:2.3.4|. Reported procedure: A 8 ml sealed vial was charged with 124 mg (0.233 mmol) of 2-[3,5-bis(trifluoromethyl)phenyl]-N-[6-chloro-4-(4-fluoro-2-methylphenyl)-3-pyridinyl]-N,2-dimethylpropanamide (WO 2005/002577); 83 mg (0.584 mmol) of octahydropyrazino[2,1-c][1,4]oxazine (EP 472826), 90 mg (0.701 mmol) of potassium carbonate; the reagents were dissolved in 0.5 ml of DMSO. The crude product was purified by flash chromatography (silica, cyclohexane/EtOAc 90/10-30/70) affording the title compound as a white solid 85 mg (0... Starting materials: Cl (HCl), N1(N=CC=C1)C1=CC=C(CC=2C(=NC3=CC=C(C=C3C2Cl)C(O)(C2=CN=CN2C)C2=CC=C(C=C2)Cl)OC)C=C1 ((3-(4-(1H-Pyrazol-1-yl)benzyl)-4-chloro-2-methoxyquinolin-6-yl)(4-chlorophenyl)(1-methyl-1H-imidazol-5-yl)methanol), [OH-].[Na+] (NaOH). Run in CO (methanol). Conditions: time 4 day. Product: N1(N=CC=C1)C1=CC=C(CC=2C(=NC3=CC=C(C=C3C2Cl)C(C2=CN=CN2C)(O)C2=CC=C(C=C2)Cl)O)C=C1 (3-(4-(1H-Pyrazol-1-yl)benzyl)-4-chloro-6-((4-chlorophenyl)(hydroxy)(1-methyl-1H-imidazol-5-yl)methyl)quinolin-2-ol). Reaction SMILES: [N:1]1([C:6]2[CH:40]=[CH:39][C:9]([CH2:10][C:11]3[C:12]([O:37]C)=[N:13][C:14]4[C:19]([C:20]=3[Cl:21])=[CH:18][C:17]([C:22]([C:30]3[CH:35]=[CH:34][C:33]([Cl:36])=[CH:32][CH:31]=3)([C:24]3[N:28]([CH3:29])[CH:27]=[N:26][CH:25]=3)[OH:23])=[CH:16][CH:15]=4)=[CH:8][CH:7]=2)[CH:5]=[CH:4][CH:3]=[N:2]1.Cl.[OH-].[Na+]>CO>[N:1]1([C:6]2[CH:7]=[CH:8][C:9]([CH2:10][C:11]3[C:12]([OH:37])=[N:13][C:14]4[C:19]([C:20]=3[Cl:21])=[CH:18][C:17]([C:22]([C:30]3[CH:35]=[CH:34][C:33]([Cl:36])=[CH:32][CH:31]=3)([OH:23])[C:24]3[N:28]([CH3:29])[CH:27]=[N:26][CH:25]=3)=[CH:16][CH:15]=4)=[CH:39][CH:40]=2)[CH:5]=[CH:4][CH:3]=[N:2]1 |f:2.3|. Procedure: To a mixture of (3-(4-(1H-pyrazol-1-yl)benzyl)-4-chloro-2-methoxyquinolin-6-yl)(4-chlorophenyl)(1-methyl-1H-imidazol-5-yl)methanol (0.32 g, 0.561 mmol, Example 33A) in methanol (1.5 mL) was added 6.6 M aqueous HCl (5 mL). The resulting solution was stirred for 4 days, cooled in an ice bath and aqueous NaOH (3 M) added dropwise to a basic pH. The crude product was isolated by filtration then chromatographed (10% MeOH in DCM, gradient) to provide the product, 1H NMR (400 MHz, DMSO-d6) δ ppm 12.23 ...